This data is from the Open Reaction Database (ORD), a public repository of structured organic reaction records. The task is: describe an organic reaction: reactants, conditions, products, and yield Reaction SMILES: [CH3:19][CH2:20][OH:21].[Cl:10][c:11]1[c:12]([CH3:18])[c:13]([NH2:14])[cH:15][cH:16][cH:17]1.[Cl:1][c:2]1[c:3]([CH:4]=[O:5])[cH:6][cH:7][cH:8][cH:9]1>>[Cl:1][c:2]1[c:3]([CH:4]=[N:14][c:13]2[c:12]([CH3:18])[c:11]([Cl:10])[cH:17][cH:16][cH:15]2)[cH:6][cH:7][cH:8][cH:9]1. The product is Cc1c(Cl)cccc1N=Cc1ccccc1Cl. Reactants: CCO, Cc1c(N)cccc1Cl, O=Cc1ccccc1Cl. Starting materials: ClCCOC1=C(C(=CC=C1)[N+](=O)[O-])N (2-(2-chloro-ethoxy)-6-nitro-phenylamine), N1C=C(C2=CC=CC=C12)CCCN (3-(1H-indol-3-yl)-propylamine), C(C)(=O)OCC (Ethyl acetate). Solvent: CS(=O)C (dimethylsulfoxide). Reaction conditions: temperature 60 celsius. Product: N1C=C(C2=CC=CC=C12)CCCNCCOC1=C(C(=CC=C1)[N+](=O)[O-])N (2-{2-[3-(1H-Indol-3-yl)-propylamino]-ethoxy}-6-nitro-phenylamine). Isolated yield 68.3%. As a reaction SMILES: Cl[CH2:2][CH2:3][O:4][C:5]1[CH:10]=[CH:9][CH:8]=[C:7]([N+:11]([O-:13])=[O:12])[C:6]=1[NH2:14].[NH:15]1[C:23]2[C:18](=[CH:19][CH:20]=[CH:21][CH:22]=2)[C:17]([CH2:24][CH2:25][CH2:26][NH2:27])=[CH:16]1.C(OCC)(=O)C>CS(C)=O>[NH:15]1[C:23]2[C:18](=[CH:19][CH:20]=[CH:21][CH:22]=2)[C:17]([CH2:24][CH2:25][CH2:26][NH:27][CH2:2][CH2:3][O:4][C:5]2[CH:10]=[CH:9][CH:8]=[C:7]([N+:11]([O-:13])=[O:12])[C:6]=2[NH2:14])=[CH:16]1. Procedure details: A solution containing 2-(2-chloro-ethoxy)-6-nitro-phenylamine (4.1 g, 19 mmol) and 3-(1H-indol-3-yl)-propylamine (7.1 g, 40.8 mmol) in anhydrous dimethylsulfoxide (50 ml) was heated at 60° C. for 12 hours. Ethyl acetate (200 ml) was added and the mixture was washed with saturated sodium bicarbonate (3×200 ml) and brine (200 ml). The organic layer was dried over anhydrous magnesium sulfate, filtered and concentrated to give a crude product. Purification by chromatography (ethyl acetate:hexanes:2N... Reactants: FC([C@](N)(CCSC)C(=O)O)F (α-difluoromethylmethionine), Cl (hydrochloric acid), C(C1=CC=CC=C1)Cl (benzylchloride). Yields the product FC([C@](N)(CCSCC1=CC=CC=C1)C(=O)O)F (α-Difluoromethyl-S-benzylhomocysteine). Reaction SMILES: [F:1][CH:2]([F:12])[C@@:3]([C:9]([OH:11])=[O:10])([CH2:5][CH2:6][S:7][CH3:8])[NH2:4].Cl.C(Cl)[C:15]1[CH:20]=[CH:19][CH:18]=[CH:17][CH:16]=1>>[F:12][CH:2]([F:1])[C@@:3]([C:9]([OH:11])=[O:10])([CH2:5][CH2:6][S:7][CH2:8][C:15]1[CH:20]=[CH:19][CH:18]=[CH:17][CH:16]=1)[NH2:4]. Reported procedure: A mixture of α-difluoromethylmethionine (0.2 mole), concentrated hydrochloric acid (0.2 l) and benzylchloride (23 ml) is heated to reflux temperature for 24 hours. The reaction mixture is then concentrated under reduced pressure to a syrup which is dissolved in water. The aqueous solution is extracted with ether, and the aqueous phase is heated with charcoal and filtered. The precipitate is diluted with hot water to a volume of 100 ml and brought to a pH of about 4-5 by addition of aqueous ammon...